Dataset: the Open Reaction Database (ORD), a public repository of structured organic reaction records. Task: describe an organic reaction: reactants, conditions, products, and yield Starting materials: C(#N)C=1C=C(C=CC1OC[C@H](CC)C)B(O)O ((S)-(+)-3-Cyano-4-(2-methylbutyloxy)phenylboronic acid), OO (hydrogen peroxide). Run in C1CCOC1 (THF). The product is OC=1C=CC(=C(C#N)C1)OC[C@H](CC)C ((S)-(+)-5-Hydroxy-2-(2-methylbutyloxy)benzonitrile). Reaction SMILES: [C:1]([C:3]1[CH:4]=[C:5](B(O)O)[CH:6]=[CH:7][C:8]=1[O:9][CH2:10][C@@H:11]([CH3:14])[CH2:12][CH3:13])#[N:2].[OH:18]O>C1COCC1>[OH:18][C:5]1[CH:6]=[CH:7][C:8]([O:9][CH2:10][C@@H:11]([CH3:14])[CH2:12][CH3:13])=[C:3]([CH:4]=1)[C:1]#[N:2]. Procedure: A mixture of compound 47 (3.00 g, 0.014 mol), hydrogen peroxide (30% w/v, 150 ml) and THF (200 ml) was heated under reflux for 3 h. The water/THF mixture was removed in vacuo and the oily residue was dissolved in diethyl ether and washed with water. The ether was dried (MgSO4) and evaporated in vacuo to give a viscous, fawn oil. Starting materials: BrC=1C=CC2=C(C=C(O2)C(=O)OCC)C1 (Ethyl 5-bromo-benzofuran-2-carboxylate), C(C)B(C=1C=NC=CC1)CC (diethyl 3-pyridylborane), P(=O)([O-])([O-])[O-].[K+].[K+].[K+] (potassium phosphate), C(C)(=O)OCC (ethyl acetate). The reagents and catalysts are C=1C=CC(=CC1)[P](C=2C=CC=CC2)(C=3C=CC=CC3)[Pd]([P](C=4C=CC=CC4)(C=5C=CC=CC5)C=6C=CC=CC6)([P](C=7C=CC=CC7)(C=8C=CC=CC8)C=9C=CC=CC9)[P](C=1C=CC=CC1)(C=1C=CC=CC1)C=1C=CC=CC1 (tetrakis(triphenylphosphine)palladium). Solvent: CN(C)C=O (DMF). Conditions: temperature 100 celsius. Yields the product COC(=O)C=1OC2=C(C1)C=C(C=C2)C=2C=NC=CC2 (5-pyridin-3-yl-benzofuran-2-carboxylic acid methyl ester). The yield is 184.2%. As a reaction SMILES: Br[C:2]1[CH:3]=[CH:4][C:5]2[O:9][C:8]([C:10]([O:12][CH2:13]C)=[O:11])=[CH:7][C:6]=2[CH:15]=1.C(B(CC)[C:19]1[CH:20]=[N:21][CH:22]=[CH:23][CH:24]=1)C.P([O-])([O-])([O-])=O.[K+].[K+].[K+].C(OCC)(=O)C>CN(C=O)C.C1C=CC([P]([Pd]([P](C2C=CC=CC=2)(C2C=CC=CC=2)C2C=CC=CC=2)([P](C2C=CC=CC=2)(C2C=CC=CC=2)C2C=CC=CC=2)[P](C2C=CC=CC=2)(C2C=CC=CC=2)C2C=CC=CC=2)(C2C=CC=CC=2)C2C=CC=CC=2)=CC=1>[CH3:13][O:12][C:10]([C:8]1[O:9][C:5]2[CH:4]=[CH:3][C:2]([C:19]3[CH:20]=[N:21][CH:22]=[CH:23][CH:24]=3)=[CH:15][C:6]=2[CH:7]=1)=[O:11] |f:2.3.4.5,^1:49,51,70,89|. Reported procedure: A mixture of ethyl 5-bromo-benzofuran-2-carboxylate 15 (6 g, 22.3 mmole), diethyl 3-pyridylborane (3.66 g, 25 mmole), tetrakis(triphenylphosphine)palladium (0) (270 mg), and potassium phosphate (11.4 g, 53.7 mmole) in DMF (60 ml) was stirred under an argon atmosphere and heated to 100° C. for 16 hrs. The mixture was allowed to cool to room temperature, poured into ethyl acetate and washed with 10% HCl. The organic layer was washed with brine, dried, and evaporated to give 10.4 g of 5-pyridin-3-y... Reactants: CC(C)=CCCC(C)=CCO, CC(C)=CCCC(C)=CCO. Yields the product CC(C)=CCCC(C)=CC=O. Reaction SMILES: [CH3:12][C:13](=[CH:14][CH2:15][CH2:16][C:17](=[CH:18][CH2:19][OH:20])[CH3:21])[CH3:22].[CH3:1][C:2]([CH3:3])=[CH:4][CH2:5][CH2:6][C:7]([CH3:8])=[CH:9][CH2:10][OH:11]>>[CH3:1][C:2]([CH3:3])=[CH:4][CH2:5][CH2:6][C:7]([CH3:8])=[CH:9][CH:10]=[O:11]. The reactants are [BH4-], CO, Cc1nccn1-c1ccc([N+](=O)[O-])c(C=O)c1, [Na+], O. Product: Cc1nccn1-c1ccc([N+](=O)[O-])c(CO)c1. As a reaction SMILES: [BH4-:20].[CH3:18][OH:19].[CH3:1][c:2]1[n:3](-[c:7]2[cH:8][cH:9][c:10]([N+:15](=[O:16])[O-:17])[c:11]([CH:12]=[O:13])[cH:14]2)[cH:4][cH:5][n:6]1.[Na+:21].[OH2:22]>>[CH3:1][c:2]1[n:3](-[c:7]2[cH:8][cH:9][c:10]([N+:15](=[O:16])[O-:17])[c:11]([CH2:12][OH:13])[cH:14]2)[cH:4][cH:5][n:6]1.